From a dataset of the Open Reaction Database (ORD), a public repository of structured organic reaction records. describe an organic reaction: reactants, conditions, products, and yield The reactants are CCOC(=O)Cc1csc(NC(=O)C(CC2CCCC2)c2ccc(Oc3ccccc3)cc2)n1, CCO, [K+], [OH-], O. Yields the product O=C(O)Cc1csc(NC(=O)C(CC2CCCC2)c2ccc(Oc3ccccc3)cc2)n1. Reaction SMILES: [CH2:1]([CH3:2])[O:3][C:4]([CH2:5][c:6]1[n:7][c:8]([NH:11][C:12]([CH:13]([CH2:14][CH:15]2[CH2:16][CH2:17][CH2:18][CH2:19]2)[c:20]2[cH:21][cH:22][c:23]([O:26][c:27]3[cH:28][cH:29][cH:30][cH:31][cH:32]3)[cH:24][cH:25]2)=[O:33])[s:9][cH:10]1)=[O:34].[CH3:37][CH2:38][OH:39].[K+:36].[OH-:35].[OH2:40]>>[O:3]=[C:4]([CH2:5][c:6]1[n:7][c:8]([NH:11][C:12]([CH:13]([CH2:14][CH:15]2[CH2:16][CH2:17][CH2:18][CH2:19]2)[c:20]2[cH:21][cH:22][c:23]([O:26][c:27]3[cH:28][cH:29][cH:30][cH:31][cH:32]3)[cH:24][cH:25]2)=[O:33])[s:9][cH:10]1)[OH:34].